The task is: describe an organic reaction: reactants, conditions, products, and yield. This data is from the Open Reaction Database (ORD), a public repository of structured organic reaction records. The reactants are OC(CNCCNC(C(C)C)=O)COC1=CC=CC=C1 ((-)-N-(2-[2-hydroxy-3-phenoxypropyl]aminoethyl)isobutyramide), Cl (hydrogen chloride). Solvent: CCOCC (ether), CCOCC (ether). The product is [Cl-].OC(C[NH2+]CCNC(C(C)C)=O)COC1=CC=CC=C1 ((-)-N-[2-hydroxy-3-phenoxypropyl]-N-(2-isobutyramidoethyl)ammonium chloride). As a reaction SMILES: [OH:1][CH:2]([CH2:13][O:14][C:15]1[CH:20]=[CH:19][CH:18]=[CH:17][CH:16]=1)[CH2:3][NH:4][CH2:5][CH2:6][NH:7][C:8](=[O:12])[CH:9]([CH3:11])[CH3:10].[ClH:21]>CCOCC>[Cl-:21].[OH:1][CH:2]([CH2:13][O:14][C:15]1[CH:16]=[CH:17][CH:18]=[CH:19][CH:20]=1)[CH2:3][NH2+:4][CH2:5][CH2:6][NH:7][C:8](=[O:12])[CH:9]([CH3:11])[CH3:10] |f:3.4|. Procedure details: A solution of (-)-N-(2-[2-hydroxy-3-phenoxypropyl]aminoethyl)isobutyramide (0.7 g) in anhydrous ether (10 ml) was treated with an excess of a saturated solution of hydrogen chloride in anhydrous ether. The solid which formed was collected and recrystallised twice from a mixture of methanol and anhydrous ether to give (-)-N-[2-hydroxy-3-phenoxypropyl]-N-(2-isobutyramidoethyl)ammonium chloride, m.p. 137°-139° C; 25 [α]D -19.7° [c, 1.135; methanol]; microanalysis C15H24N2O3.HCl requires: C, 56.87; ...